Dataset: the Open Reaction Database (ORD), a public repository of structured organic reaction records. Task: describe an organic reaction: reactants, conditions, products, and yield Starting materials: O(S(=O)(=O)C(F)(F)F)C1=C(C2=CC=CC=C2C=C1)[N+](=O)[O-] (1-Nitronaphthalen-2-yl triflate), NC1=CC=C(C=C1)NC(OC(C)(C)C)=O (tert-butyl 4-aminophenylcarbamate). Product: [N+](=O)([O-])C1=C(C=CC2=CC=CC=C12)NC1=CC=C(C=C1)NC(=O)OC(C)(C)C (1-Nitro-2-(4-tertbutoxycarbonylaminophenyl)aminonaphthalene). Yield: 81.0%. RXN SMILES: O([C:9]1[CH:18]=[CH:17][C:16]2[C:11](=[CH:12][CH:13]=[CH:14][CH:15]=2)[C:10]=1[N+:19]([O-:21])=[O:20])S(C(F)(F)F)(=O)=O.[NH2:22][C:23]1[CH:28]=[CH:27][C:26]([NH:29][C:30](=[O:36])[O:31][C:32]([CH3:35])([CH3:34])[CH3:33])=[CH:25][CH:24]=1>>[N+:19]([C:10]1[C:11]2[C:16](=[CH:15][CH:14]=[CH:13][CH:12]=2)[CH:17]=[CH:18][C:9]=1[NH:22][C:23]1[CH:24]=[CH:25][C:26]([NH:29][C:30]([O:31][C:32]([CH3:35])([CH3:34])[CH3:33])=[O:36])=[CH:27][CH:28]=1)([O-:21])=[O:20]. Procedure: 1-Nitronaphthalen-2-yl triflate (2.50 g, 7.78 mmol) and tert-butyl 4-aminophenylcarbamate (1.62 g, 7.78 mmol) were used in a process similar to Example 1(1) to give the titled compound (2.39 g, yield 81%).